From a dataset of the Open Reaction Database (ORD), a public repository of structured organic reaction records. describe an organic reaction: reactants, conditions, products, and yield Reactants: ClC1=C(C=C(C(=C1)Cl)OCC#C)N1N=C2N(CCCC2O)C1=O (5,6,7,8-tetrahydro-2-[2,4-dichloro-5-(2-propynyloxy)phenyl]-8-hydroxy-1,2,4-triazolo[4,3-α]pyridin-3(2H)-one), C(C)N(CC)S(F)(F)F (diethylaminosulfur trifluoride). Solvent: ClCCl (dichloromethane). Run at temperature -78 celsius, time 4 hour. Product: ClC1=C(C=C(C(=C1)Cl)OCC#C)N1N=C2N(CCCC2F)C1=O (5,6,7,8-tetrahydro-2-[2,4-dichloro-5-(2-propynyloxy)phenyl]-8-fluoro-1,2,4-triazolo[4,3-α]pyridin-3(2H )-one). Yield: 90.2%. RXN SMILES: [Cl:1][C:2]1[CH:7]=[C:6]([Cl:8])[C:5]([O:9][CH2:10][C:11]#[CH:12])=[CH:4][C:3]=1[N:13]1[C:22](=[O:23])[N:16]2[CH2:17][CH2:18][CH2:19][CH:20](O)[C:15]2=[N:14]1.C(N(S(F)(F)[F:30])CC)C>ClCCl>[Cl:1][C:2]1[CH:7]=[C:6]([Cl:8])[C:5]([O:9][CH2:10][C:11]#[CH:12])=[CH:4][C:3]=1[N:13]1[C:22](=[O:23])[N:16]2[CH2:17][CH2:18][CH2:19][CH:20]([F:30])[C:15]2=[N:14]1. Reported procedure: To a solution of 300 mg (0.847 mmol) of 5,6,7,8-tetrahydro-2-[2,4-dichloro-5-(2-propynyloxy)phenyl]-8-hydroxy-1,2,4-triazolo[4,3-α]pyridin-3(2H)-one in 10 mL of dichloromethane was added 123 mL (0.930 mmol) of diethylaminosulfur trifluoride (DAST) at -78° C. The reaction mixture was stirred at -78° C. for 4h. The mixture was warmed to room temperature, quenched with ice, and extracted with dichloromethane. The organic layers were dried (MgSO4), and concentrated under reduced pressure. The crude ... Starting materials: [Al+3], [Al+3], [Al], CCOCC, [Cl-], [Cl-], [Cl-], CCOC(=O)N1CCOc2cc(Cl)ccc2Oc2ccccc2CC1, [H-], [H-], [H-], [H-], [Li+], [Na+], C1CCOC1, [OH-]. The product is CN1CCOc2cc(Cl)ccc2Oc2ccccc2CC1. RXN SMILES: [Al+3:4].[Al+3:6].[Al:36].[CH3:39][CH2:40][O:41][CH2:42][CH3:43].[Cl-:1].[Cl-:2].[Cl-:3].[Cl:11][c:12]1[cH:13][c:14]2[c:15]([cH:34][cH:35]1)[O:16][c:17]1[c:18]([cH:30][cH:31][cH:32][cH:33]1)[CH2:19][CH2:20][N:21]([C:25]([O:26][CH2:27][CH3:28])=[O:29])[CH2:22][CH2:23][O:24]2.[H-:10].[H-:5].[H-:8].[H-:9].[Li+:7].[Na+:38].[O:44]1[CH2:45][CH2:46][CH2:47][CH2:48]1.[OH-:37]>>[Cl:11][c:12]1[cH:13][c:14]2[c:15]([cH:34][cH:35]1)[O:16][c:17]1[c:18]([cH:30][cH:31][cH:32][cH:33]1)[CH2:19][CH2:20][N:21]([CH3:25])[CH2:22][CH2:23][O:24]2. Starting materials: NO (hydroxylamine), FC1=CC=C(C=C1)C1=CC2=C(N=C(CC(N2)=O)C=2C=C(C#N)C=CC2)C=C1 (3-[7-(4-Fluoro-phenyl)-4-oxo-4,5-dihydro-3H-benzo[b][1,4]diazepin-2-yl]-benzonitrile), ice. Solvent: O (H2O), CCO (EtOH). Run at time 1 hour. Yields the product FC1=CC=C(C=C1)C1=CC2=C(N=C(CC(N2)=O)C=2C=C(C(=N)NO)C=CC2)C=C1 (3-[7-(4-Fluoro-phenyl)-4-oxo-4,5-dihydro-3H-benzo[b][1,4]diazepin-2-yl]-N-hydroxy-benzamidine). The yield is 86.5%. Reaction SMILES: [F:1][C:2]1[CH:7]=[CH:6][C:5]([C:8]2[CH:27]=[CH:26][C:11]3[N:12]=[C:13]([C:18]4[CH:19]=[C:20]([CH:23]=[CH:24][CH:25]=4)[C:21]#[N:22])[CH2:14][C:15](=[O:17])[NH:16][C:10]=3[CH:9]=2)=[CH:4][CH:3]=1.[NH2:28][OH:29]>CCO.O>[F:1][C:2]1[CH:3]=[CH:4][C:5]([C:8]2[CH:27]=[CH:26][C:11]3[N:12]=[C:13]([C:18]4[CH:19]=[C:20]([CH:23]=[CH:24][CH:25]=4)[C:21]([NH:28][OH:29])=[NH:22])[CH2:14][C:15](=[O:17])[NH:16][C:10]=3[CH:9]=2)=[CH:6][CH:7]=1. Reported procedure: To a stirred suspension of 3-[7-(4-fluoro-phenyl)-4-oxo-4,5-dihydro-3H-benzo[b][1,4]diazepin-2-yl]-benzonitrile (Example 57) (355 mg, 1 mmol) in EtOH (60 mL) was added at 23° C. over 6 h 50% aqueous hydroxylamine solution (3.48 mL, 60 mmol) in 6 portions. The mixture was cooled in the ice-bath, diluted with H2O (100 mL) and stirred for 1 h. The precipitate was collected by filtration, washed with water and Et2O, and triturated with ethyl acetate to give the title compound as light yellow solid (... Starting materials: C1(=CC=C(C=C1)C(C)=NOCCOC1=CC=C(C=C1)CC(C(=O)OCC)C=1NC=CC1)C1=CC=CC=C1 (Ethyl 3-[4-[2-[[1-[4-biphenylyl)ethylidene]aminoxy]ethoxy]phenyl]-2-pyrrolylpropionate), O.[OH-].[Li+] (lithium hydroxide monohydrate). Product: C1(=CC=C(C=C1)C(C)=NOCCOC1=CC=C(C=C1)CC(C(=O)O)C=1NC=CC1)C1=CC=CC=C1 (3-[4-[2-[[1-(4-Biphenylyl)ethylidene]aminoxy]ethoxy]phenyl]-2-pyrrolylpropionic acid). Yield: 85.7%. Reaction SMILES: [C:1]1([C:32]2[CH:37]=[CH:36][CH:35]=[CH:34][CH:33]=2)[CH:6]=[CH:5][C:4]([C:7](=[N:9][O:10][CH2:11][CH2:12][O:13][C:14]2[CH:19]=[CH:18][C:17]([CH2:20][CH:21]([C:27]3[NH:28][CH:29]=[CH:30][CH:31]=3)[C:22]([O:24]CC)=[O:23])=[CH:16][CH:15]=2)[CH3:8])=[CH:3][CH:2]=1.O.[OH-].[Li+]>>[C:1]1([C:32]2[CH:33]=[CH:34][CH:35]=[CH:36][CH:37]=2)[CH:6]=[CH:5][C:4]([C:7](=[N:9][O:10][CH2:11][CH2:12][O:13][C:14]2[CH:19]=[CH:18][C:17]([CH2:20][CH:21]([C:27]3[NH:28][CH:29]=[CH:30][CH:31]=3)[C:22]([OH:24])=[O:23])=[CH:16][CH:15]=2)[CH3:8])=[CH:3][CH:2]=1 |f:1.2.3|. Procedure: Reaction and post-treatment were carried out according to Example 10 using 167 mg of ethyl 3-[4-[2-[[1-(4-biphenylyl)ethylidene]aminoxy]ethoxy]phenyl]-2-pyrrolylpropionate obtained in Example 13 and 42 mg of lithium hydroxide monohydrate to obtain 135 mg of the desired compound as crystals. Starting materials: BrB(Br)Br, COc1cc(CNC(=O)COc2ccc(C(C)(C)C)cc2)ccc1NS(C)(=O)=O, ClCCl, CCOC(C)=O. The product is CC(C)(C)c1ccc(OCC(=O)NCc2ccc(NS(C)(=O)=O)c(O)c2)cc1. As a reaction SMILES: [B:33]([Br:34])([Br:35])[Br:36].[C:1]([CH3:2])([CH3:3])([CH3:4])[c:5]1[cH:6][cH:7][c:8]([O:9][CH2:10][C:11](=[O:12])[NH:13][CH2:14][c:15]2[cH:16][c:17]([O:26][CH3:27])[c:18]([NH:21][S:22](=[O:23])(=[O:24])[CH3:25])[cH:19][cH:20]2)[cH:28][cH:29]1.[CH2:30]([Cl:31])[Cl:32].[CH3:37][CH2:38][O:39][C:40](=[O:41])[CH3:42]>>[C:1]([CH3:2])([CH3:3])([CH3:4])[c:5]1[cH:6][cH:7][c:8]([O:9][CH2:10][C:11](=[O:12])[NH:13][CH2:14][c:15]2[cH:16][c:17]([OH:26])[c:18]([NH:21][S:22](=[O:23])(=[O:24])[CH3:25])[cH:19][cH:20]2)[cH:28][cH:29]1. The reactants are C(CCCCCCC\C=C/CCCCCCCC)(=O)O (oleic acid), OCC(O)CO (glycerol), acylglycerols, C(CCCCCCC\C=C/CCCCCCCC)(=O)O (oleic acid), C(CCCCCCC\C=C/CCCCCCCC)(=O)O (oleic acid), acylglycerols. Run in O (water). Conditions: temperature 50 celsius. Yields the product CCCCCCCC/C=C\CCCCCCCC(=O)OCC(CO)O (Monoolein). Reaction SMILES: [C:1]([OH:20])(=[O:19])[CH2:2][CH2:3][CH2:4][CH2:5][CH2:6][CH2:7][CH2:8]/[CH:9]=[CH:10]\[CH2:11][CH2:12][CH2:13][CH2:14][CH2:15][CH2:16][CH2:17][CH3:18].[OH:21][CH2:22][CH:23]([CH2:25]O)[OH:24]>O>[CH3:18][CH2:17][CH2:16][CH2:15][CH2:14][CH2:13][CH2:12][CH2:11]/[CH:10]=[CH:9]\[CH2:8][CH2:7][CH2:6][CH2:5][CH2:4][CH2:3][CH2:2][C:1]([O:20][CH2:25][CH:23]([OH:24])[CH2:22][OH:21])=[O:19]. Reported procedure: A mixture of oleic acid (1.5 g=5.32 mmoles), glycerol (0.57 g=6.2 mmoles), water (70 μl) and potato protein extract (100 mg) was stirred at 50° C. and a vacuum (<50 mbar) was applied to the system using an oil pump to remove water from the mixture. For comparison a similar reaction was run without vacuum in a stoppered tube. Samples were taken from the reaction mixtures periodically for analysis by GC. Progress curves for the reactions are given in FIG. 2. In the reaction cariied out under vacuu... Starting materials: COCCN1N=C(C=C1)NC(=O)C1=NC(=CC=C1N)C (3-Amino-6-methyl-pyridine-2-carboxylic acid [1-(2-methoxy-ethyl)-1H-pyrazol-3-yl]-amide), BrC1=CC(=CC(=C1)F)F (1-Bromo-3,5-difluorobenzene). The reagents and catalysts are [Pd] (Palladium). Product: COCCN1N=C(C=C1)NC(=O)C1=NC(=CC=C1NC1=CC(=CC(=C1)F)F)C (3-(3,5-Difluoro-phenylamino)-6-methyl-pyridine-2-carboxylic acid [1-(2-methoxy-ethyl)-1H-pyrazol-3-yl]-amide). RXN SMILES: [CH3:1][O:2][CH2:3][CH2:4][N:5]1[CH:9]=[CH:8][C:7]([NH:10][C:11]([C:13]2[C:18]([NH2:19])=[CH:17][CH:16]=[C:15]([CH3:20])[N:14]=2)=[O:12])=[N:6]1.Br[C:22]1[CH:27]=[C:26]([F:28])[CH:25]=[C:24]([F:29])[CH:23]=1>[Pd]>[CH3:1][O:2][CH2:3][CH2:4][N:5]1[CH:9]=[CH:8][C:7]([NH:10][C:11]([C:13]2[C:18]([NH:19][C:22]3[CH:27]=[C:26]([F:28])[CH:25]=[C:24]([F:29])[CH:23]=3)=[CH:17][CH:16]=[C:15]([CH3:20])[N:14]=2)=[O:12])=[N:6]1. Procedure details: The title compound was prepared from 3-tert-Butoxy-carbonylamino-6-methyl-pyridine-2-carboxylic acid methyl ester in accordance with the general method of example 4; step 2 using 1-(2-Methoxy-ethyl)-1H-pyrazol-3-yl amine instead of 2-chloro-4-aminopyridine to yield {2-[1-(2-Methoxy-ethyl)-1H-pyrazol-3-ylcarbamoyl]-6-methyl-pyridin-3-yl}-carbamic acid tert-butyl ester as a yellow oil, MS (ISP): m/e=376.5 (M+H+). Boc-deprotection as described in example 4 step 3 yielded 3-Amino-6-methyl-pyridine-2...